From a dataset of the Open Reaction Database (ORD), a public repository of structured organic reaction records. describe an organic reaction: reactants, conditions, products, and yield Reactants: O=C([O-])O, Cl, O=c1c2c(CCc3ccncc3)n[nH]c2c2cccnc2n1-c1cccc([N+](=O)[O-])c1, [Na+]. The product is Nc1cccc(-n2c(=O)c3c(CCc4ccncc4)n[nH]c3c3cccnc32)c1. As a reaction SMILES: [C:32](=[O:33])([O-:34])[OH:35].[ClH:37].[N+:1]([O-:2])(=[O:3])[c:4]1[cH:5][c:6](-[n:10]2[c:11](=[O:31])[c:12]3[c:13]([c:14]4[cH:15][cH:16][cH:17][n:18][c:19]24)[nH:20][n:21][c:22]3[CH2:23][CH2:24][c:25]2[cH:26][cH:27][n:28][cH:29][cH:30]2)[cH:7][cH:8][cH:9]1.[Na+:36]>>[NH2:1][c:4]1[cH:5][c:6](-[n:10]2[c:11](=[O:31])[c:12]3[c:13]([c:14]4[cH:15][cH:16][cH:17][n:18][c:19]24)[nH:20][n:21][c:22]3[CH2:23][CH2:24][c:25]2[cH:26][cH:27][n:28][cH:29][cH:30]2)[cH:7][cH:8][cH:9]1. Reactants: CCCCc1ncc(C=C2C(=O)NC(=O)N2C)n1Cc1ccc(-c2ccccc2-c2nnnn2C(c2ccccc2)(c2ccccc2)c2ccccc2)cc1, CO, CC(=O)O, O. Yields the product CCCCc1ncc(C=C2C(=O)NC(=O)N2C)n1Cc1ccc(-c2ccccc2-c2nnn[nH]2)cc1. RXN SMILES: [CH2:1]([CH2:2][CH2:3][CH3:4])[c:5]1[n:6][cH:7][c:8]([CH:47]=[C:48]2[C:49](=[O:55])[NH:50][C:51](=[O:54])[N:52]2[CH3:53])[n:9]1[CH2:10][c:11]1[cH:12][cH:13][c:14](-[c:17]2[c:18](-[c:23]3[n:24][n:25][n:26][n:27]3[C:28]([c:29]3[cH:30][cH:31][cH:32][cH:33][cH:34]3)([c:35]3[cH:36][cH:37][cH:38][cH:39][cH:40]3)[c:41]3[cH:42][cH:43][cH:44][cH:45][cH:46]3)[cH:19][cH:20][cH:21][cH:22]2)[cH:15][cH:16]1.[CH3:56][OH:57].[CH3:58][C:59](=[O:60])[OH:61].[OH2:62]>>[CH2:1]([CH2:2][CH2:3][CH3:4])[c:5]1[n:6][cH:7][c:8]([CH:47]=[C:48]2[C:49](=[O:55])[NH:50][C:51](=[O:54])[N:52]2[CH3:53])[n:9]1[CH2:10][c:11]1[cH:12][cH:13][c:14](-[c:17]2[c:18](-[c:23]3[n:24][n:25][n:26][nH:27]3)[cH:19][cH:20][cH:21][cH:22]2)[cH:15][cH:16]1. The reactants are P(=O)(OCC1=CC=CC=C1)(OCC1=CC=CC=C1)OC1=CC2=C(C(N(C(O2)=O)C=2C=C3CCCC3=CC2)=S)C=C1C(C)C (dibenzyl 3-(2,3-dihydro-1H-inden-5-yl)-6-isopropyl-2-oxo-4-thioxo-3,4-dihydro-2H-benzo[e][1,3]oxazin-7-yl phosphate), O.NN (hydrazine hydrate). Solvent: C(C)O (ethanol). Conditions: temperature 80 celsius, time 30 minute. The product is P(=O)(OCC1=CC=CC=C1)(OCC1=CC=CC=C1)OC1=C(C=C(C(=C1)O)C1=NN=C(N1C=1C=C2CCCC2=CC1)O)C(C)C (dibenzyl 4-(4-(2,3-dihydro-1H-inden-5-yl)-5-hydroxy-4H-1,2,4-triazol-3-yl)-5-hydroxy-2-isopropylphenyl phosphate). Isolated yield 31.1%. Reaction SMILES: [P:1]([O:19][C:20]1[C:40]([CH:41]([CH3:43])[CH3:42])=[CH:39][C:23]2[C:24](=S)[N:25]([C:29]3[CH:30]=[C:31]4[C:35](=[CH:36][CH:37]=3)[CH2:34][CH2:33][CH2:32]4)[C:26](=[O:28])[O:27][C:22]=2[CH:21]=1)([O:11][CH2:12][C:13]1[CH:18]=[CH:17][CH:16]=[CH:15][CH:14]=1)([O:3][CH2:4][C:5]1[CH:10]=[CH:9][CH:8]=[CH:7][CH:6]=1)=[O:2].O.[NH2:45][NH2:46]>C(O)C>[P:1]([O:19][C:20]1[CH:21]=[C:22]([OH:27])[C:23]([C:24]2[N:25]([C:29]3[CH:30]=[C:31]4[C:35](=[CH:36][CH:37]=3)[CH2:34][CH2:33][CH2:32]4)[C:26]([OH:28])=[N:46][N:45]=2)=[CH:39][C:40]=1[CH:41]([CH3:43])[CH3:42])([O:3][CH2:4][C:5]1[CH:6]=[CH:7][CH:8]=[CH:9][CH:10]=1)([O:11][CH2:12][C:13]1[CH:18]=[CH:17][CH:16]=[CH:15][CH:14]=1)=[O:2] |f:1.2|. Procedure: To a stirred solution of 0.52 g (0.84 mmols) of 7 in 15 mL of anhydrous ethanol was added 63 mg (1.27 mmols) of hydrazine hydrate and the mixture stirred at 80° C. for 30 min. The mixture was concentrated and chromatographed on silica gel using 1:1 hexane:ethylacetate to afford 0.16 g of the product 8 as off-white foam. Starting materials: [H-].[Na+] (sodium hydride), C(C)(=O)Cl (acetyl chloride), FC1=CC=C(C=C1)C1=CC=CC=C1 (4-fluorobiphenyl), [Cl-].[NH4+] (ammonium chloride), FC1=CC=C(C=C1)C1=CC=C(C=C1)C(C)(C#CCCCC)[O-].[Na+] (sodium 2-(4'-fluoro-4-biphenylyl)-3-octyn-2-olate), C#CCCCC (1-hexyne), FC1=CC=C(C=C1)C1=CC=C(C=C1)C(C)=O (4'-fluoro-4-acetylbiphenyl), [Al+3].[Cl-].[Cl-].[Cl-] (AlCl3). Solvent: C1CCOC1 (THF), C1CCOC1 (THF). Product: FC1=CC=C(C=C1)C1=CC=C(C=C1)C(C)(C#CCCCC)O (2-(4'-fluoro-4-biphenylyl)-3-octyn-2-ol). As a reaction SMILES: [H-].[Na+].C#CCCCC.FC1C=CC(C2C=CC(C(=O)C)=CC=2)=CC=1.FC1C=CC(C2C=CC=CC=2)=CC=1.C(Cl)(=O)C.[Al+3].[Cl-].[Cl-].[Cl-].[F:46][C:47]1[CH:52]=[CH:51][C:50]([C:53]2[CH:58]=[CH:57][C:56]([C:59]([O-:67])([C:61]#[C:62][CH2:63][CH2:64][CH2:65][CH3:66])[CH3:60])=[CH:55][CH:54]=2)=[CH:49][CH:48]=1.[Na+].[Cl-].[NH4+]>C1COCC1>[F:46][C:47]1[CH:48]=[CH:49][C:50]([C:53]2[CH:58]=[CH:57][C:56]([C:59]([OH:67])([C:61]#[C:62][CH2:63][CH2:64][CH2:65][CH3:66])[CH3:60])=[CH:55][CH:54]=2)=[CH:51][CH:52]=1 |f:0.1,6.7.8.9,10.11,12.13|. Reported procedure: 2.43 g. of sodium hydride in added portionwise to a solution of 8.2 g. of 1-hexyne in 30 ml. of dry THF and then, under a stream of nitrogen, a solution of 21.4 g. of 4'-fluoro-4-acetylbiphenyl, preparable from 4-fluorobiphenyl and acetyl chloride in the presence of AlCl3, in 60 ml. of THF is added thereto. The reaction mixture contains sodium 2-(4'-fluoro-4-biphenylyl)-3-octyn-2-olate. It is hydrolyzed with an aqueous 15% ammonium chloride solution and worked up as usual. There is obtained 2-(4... As a reaction SMILES: Cl.[CH3:2][O:3][C:4](=[O:15])[CH2:5][CH2:6][C:7]1[CH:12]=[CH:11][CH:10]=[C:9]([CH2:13][NH2:14])[CH:8]=1.[O:16]1[C:20]2[CH:21]=[CH:22][C:23]([CH:25]=O)=[CH:24][C:19]=2[CH2:18][CH2:17]1>CO>[CH3:2][O:3][C:4](=[O:15])[CH2:5][CH2:6][C:7]1[CH:12]=[CH:11][CH:10]=[C:9]([CH2:13][NH:14][CH2:25][C:23]2[CH:22]=[CH:21][C:20]3[O:16][CH2:17][CH2:18][C:19]=3[CH:24]=2)[CH:8]=1 |f:0.1|. Yields the product COC(CCC1=CC(=CC=C1)CNCC=1C=CC2=C(CCO2)C1)=O (3-(3-{[(2,3-Dihydro-benzofuran-5-ylmethyl)-amino]-methyl}-phenyl)-propionic acid methyl ester). The solvent is CO (MeOH). Reactants: Amide, Cl.COC(CCC1=CC(=CC=C1)CN)=O (3-(3-aminomethyl-phenyl)-propionic acid methyl ester hydrochloride salt), O1CCC2=C1C=CC(=C2)C=O (2,3-dihydro-benzofuran-5-carbaldehyde), imine. Procedure: The title compound of Step A was prepared from 3-(3-aminomethyl-phenyl)-propionic acid methyl ester hydrochloride salt, of Preparation 44, and 2,3-dihydro-benzofuran-5-carbaldehyde using the method described in Example 1, Step A except the imine was formed in MeOH at reflux over 3 h. 1H NMR (400 MHz, CDCl3) δ 7.23 (m, 4H), 7.07 (m, 2H), 6.73 (d, 1H), 4.54 (t, 2H), 3.77 (s, 2H), 3.71 (s, 2H), 3.66 (s, 3H), 3.18 (t, 2H), 2.94 (t, 2H), 2.63 (t, 2H); MS 326 (M+1). Step B: Amide Formation Reactants: O=C1CCC(=O)N1Br, CCOc1cc(C)c(C#N)cc1C(=O)OC(C)(C)C, O=C(OOC(=O)c1ccccc1)c1ccccc1, ClC(Cl)(Cl)Cl. Yields the product CCOc1cc(CBr)c(C#N)cc1C(=O)OC(C)(C)C. As a reaction SMILES: [Br:20][N:21]1[C:22](=[O:23])[CH2:24][CH2:25][C:26]1=[O:27].[C:1](#[N:2])[c:3]1[c:4]([CH3:19])[cH:5][c:6]([O:16][CH2:17][CH3:18])[c:7]([C:8](=[O:9])[O:10][C:11]([CH3:12])([CH3:13])[CH3:14])[cH:15]1.[C:28]([O:29][O:30][C:31](=[O:32])[c:33]1[cH:34][cH:35][cH:36][cH:37][cH:38]1)(=[O:39])[c:40]1[cH:41][cH:42][cH:43][cH:44][cH:45]1.[C:46]([Cl:47])([Cl:48])([Cl:49])[Cl:50]>>[C:1](#[N:2])[c:3]1[c:4]([CH2:19][Br:20])[cH:5][c:6]([O:16][CH2:17][CH3:18])[c:7]([C:8](=[O:9])[O:10][C:11]([CH3:12])([CH3:13])[CH3:14])[cH:15]1.